This data is from the Open Reaction Database (ORD), a public repository of structured organic reaction records. The task is: describe an organic reaction: reactants, conditions, products, and yield The reactants are C(C)(C)(C)OC(=O)N1C(\C(\C2=CC=C(C=C12)Cl)=C/C1=C(C=CC(=C1)Cl)OC(CC)(C(=O)OC)CC)=O (Z-3-[5-chloro-2-(1-ethyl-1-methoxycarbonyl-propoxy)-benzylidene]-6-chloro-2-oxo-2,3-dihydro-indole-1-carboxylic acid tert-butyl ester), ClC=1C=CC(=C(C1)C=NC(=C)O[Si](C)(C)C)C (1-(5-chloro-2-methylphenyl)-3-trimethylsilyoxy-2-aza-1,3-butadiene). The solvent is C1(=CC=CC=C1)C (toluene). The product is ClC1=CC=C2C(=C1)NC(C21C(NC(CC1C1=C(C=CC(=C1)Cl)OC(CC)(C(=O)OC)CC)=O)C1=C(C=CC(=C1)Cl)C)=O (racemic (2′S,3S,4′R)-6-chloro-4′-[5-chloro-2-(1-ethyl-1-methoxycarbonyl-propoxy)-phenyl]-2′-(5-chloro-2-methyl-phenyl)spiro[3H-indole-3,3′-piperidine]-2,6′(1H)-dione). Isolated yield 19.4%. RXN SMILES: C(OC([N:8]1[C:16]2[C:11](=[CH:12][CH:13]=[C:14]([Cl:17])[CH:15]=2)/[C:10](=[CH:18]/[C:19]2[CH:24]=[C:23]([Cl:25])[CH:22]=[CH:21][C:20]=2[O:26][C:27]([CH2:34][CH3:35])([C:30]([O:32][CH3:33])=[O:31])[CH2:28][CH3:29])/[C:9]1=[O:36])=O)(C)(C)C.[Cl:37][C:38]1[CH:39]=[CH:40][C:41]([CH3:53])=[C:42]([CH:44]=[N:45][C:46]([O:48][Si](C)(C)C)=[CH2:47])[CH:43]=1>C1(C)C=CC=CC=1>[Cl:17][C:14]1[CH:15]=[C:16]2[NH:8][C:9](=[O:36])[C:10]3([CH:18]([C:19]4[CH:24]=[C:23]([Cl:25])[CH:22]=[CH:21][C:20]=4[O:26][C:27]([CH2:28][CH3:29])([C:30]([O:32][CH3:33])=[O:31])[CH2:34][CH3:35])[CH2:47][C:46](=[O:48])[NH:45][CH:44]3[C:42]3[CH:43]=[C:38]([Cl:37])[CH:39]=[CH:40][C:41]=3[CH3:53])[C:11]2=[CH:12][CH:13]=1. Procedure: In a manner similar to the method described in Example 10d, E/Z-3-[5-chloro-2-(1-methoxycarbonyl-1-ethyl-propoxy)-benzylidene]-6-chloro-2-oxo-2,3-dihydro-indole-1-carboxylic acid tert-butyl ester (2.63 g, 4.9 mmol) prepared in Example 62f was reacted with 1-(5-chloro-2-methyl-phenyl)-3-trimethylsilyoxy-2-aza-1,3-butadiene (20 mmol) prepared in Example 13b in toluene (20 mL) to give the title compound as a white solid (600 mg). Starting materials: C(C)(C)(C)O (t-butyl alcohol), C(C)OCC (diethyl ether), C(#N)C[C@@H]1C[C@@H](OC2(O1)CCCCC2)CC(=O)O ((±)-cis-4-(cyanomethyl)-1,5-dioxaspiro[5.5]-undecane-2-acetic acid), C1(CCCCC1)N=C=NC1CCCCC1 (dicyclohexylcarbodiimide). Reagents/catalysts: CN(C1=CC=NC=C1)C (4-dimethylaminopyridine). Solvent: ClCCl (dichloromethane), ClCCl (dichloromethane). Conditions: temperature 0 celsius. Product: C(#N)C[C@@H]1C[C@@H](OC2(O1)CCCCC2)CC(=O)OC(C)(C)C ((±)-cis-1,1-dimethylethyl 4-(cyanomethyl)-1,5-dioxaspiro[5.5]undecane-2-acetate). RXN SMILES: [C:1]([CH2:3][C@H:4]1[O:9][C:8]2([CH2:14][CH2:13][CH2:12][CH2:11][CH2:10]2)[O:7][C@@H:6]([CH2:15][C:16]([OH:18])=[O:17])[CH2:5]1)#[N:2].[C:19](O)([CH3:22])([CH3:21])[CH3:20].C1(N=C=NC2CCCCC2)CCCCC1.C(OCC)C>ClCCl.CN(C)C1C=CN=CC=1>[C:1]([CH2:3][C@H:4]1[O:9][C:8]2([CH2:14][CH2:13][CH2:12][CH2:11][CH2:10]2)[O:7][C@@H:6]([CH2:15][C:16]([O:18][C:19]([CH3:22])([CH3:21])[CH3:20])=[O:17])[CH2:5]1)#[N:2]. Reported procedure: (±)-cis-4-(cyanomethyl)-1,5-dioxaspiro[5.5]-undecane-2-acetic acid 3.32 g (13.12 mmol), is dissolved in 15 mL of dichloromethane, cooled to 0° C. and 0.1 g of 4-dimethylaminopyridine (DMAP) added, followed y t-butyl alcohol, and followed by 3.25 g of dicyclohexylcarbodiimide (DCC). This solution is stirred and allowed to slowly warm to room temperature over a 16.5-hour period. TLC shows mainly product, and some slightly lower Rf by-product. The mixture is stirred one hour and 50 mL of dichlorome... The reactants are CO, COC(=O)c1cnn(C(C)(C)C)c1C1CC1, [Li+], [OH-], O. Yields the product CC(C)(C)n1ncc(C(=O)O)c1C1CC1. As a reaction SMILES: [CH3:19][OH:20].[CH3:1][O:2][C:3](=[O:4])[c:5]1[cH:6][n:7][n:8]([C:13]([CH3:14])([CH3:15])[CH3:16])[c:9]1[CH:10]1[CH2:11][CH2:12]1.[Li+:18].[OH-:17].[OH2:21]>>[O:2]=[C:3]([OH:4])[c:5]1[cH:6][n:7][n:8]([C:13]([CH3:14])([CH3:15])[CH3:16])[c:9]1[CH:10]1[CH2:11][CH2:12]1. Starting materials: C1(CCCC1)OC=1C=C(C=CC1OC)C1(CC(CCC1)=O)C#C ((±)-3-(3-cyclopentyloxy-4-methoxyphenyl)-3-ethynyl-cyclohexan-1one), IC1=CC(=CC=C1)C1=NC(=NO1)C (1-iodo-3-(3-methyl-[1,2,4]oxadiazol-5-yl)benzene), C1(=CC=CC=C1)P(C1=CC=CC=C1)C1=CC=CC=C1 (triphenylphosphine). The reagents and catalysts are [Pd].C1(=CC=CC=C1)P(C1=CC=CC=C1)C1=CC=CC=C1.C1(=CC=CC=C1)P(C1=CC=CC=C1)C1=CC=CC=C1.C1(=CC=CC=C1)P(C1=CC=CC=C1)C1=CC=CC=C1.C1(=CC=CC=C1)P(C1=CC=CC=C1)C1=CC=CC=C1 (tetrakis(triphenylphosphine)-palladium(0)), [Cu]I (copper(I) iodide). Solvent: C(C)N(CC)CC (triethylamine). Conditions: temperature 80 celsius. Product: C1(CCCC1)OC=1C=C(C=CC1OC)C1(CC(CCC1)=O)C#CC1=CC(=CC=C1)C1=NC(=NO1)C (3-(3-cyclopentyloxy-4-methoxyphenyl)-3-[3-(3-methyl-[1,2,4]oxadiazol-5-yl)phenylethynyl]cyclohexan-1-one). RXN SMILES: [CH:1]1([O:6][C:7]2[CH:8]=[C:9]([C:15]3([C:22]#[CH:23])[CH2:20][CH2:19][CH2:18][C:17](=[O:21])[CH2:16]3)[CH:10]=[CH:11][C:12]=2[O:13][CH3:14])[CH2:5][CH2:4][CH2:3][CH2:2]1.I[C:25]1[CH:30]=[CH:29][CH:28]=[C:27]([C:31]2[O:35][N:34]=[C:33]([CH3:36])[N:32]=2)[CH:26]=1.C1(P(C2C=CC=CC=2)C2C=CC=CC=2)C=CC=CC=1>C(N(CC)CC)C.[Pd].C1(P(C2C=CC=CC=2)C2C=CC=CC=2)C=CC=CC=1.C1(P(C2C=CC=CC=2)C2C=CC=CC=2)C=CC=CC=1.C1(P(C2C=CC=CC=2)C2C=CC=CC=2)C=CC=CC=1.C1(P(C2C=CC=CC=2)C2C=CC=CC=2)C=CC=CC=1.[Cu]I>[CH:1]1([O:6][C:7]2[CH:8]=[C:9]([C:15]3([C:22]#[C:23][C:29]4[CH:30]=[CH:25][CH:26]=[C:27]([C:31]5[O:35][N:34]=[C:33]([CH3:36])[N:32]=5)[CH:28]=4)[CH2:20][CH2:19][CH2:18][C:17](=[O:21])[CH2:16]3)[CH:10]=[CH:11][C:12]=2[O:13][CH3:14])[CH2:2][CH2:3][CH2:4][CH2:5]1 |f:4.5.6.7.8|. Reported procedure: To a solution of the compound from Example 3 (0.125 g, 0.4 mmol) and 1-iodo-3-(3-methyl-[1,2,4]oxadiazol-5-yl)benzene (0.09 g, 0.32 mmol) in triethylamine (3 mL) under an argon atmosphere was added trace tetrakis(triphenylphosphine)-palladium(0), copper(I) iodide and triphenylphosphine. The mixture was heated at 80° C. for 0.2 h, was cooled to room temperature and was concentrated in vacuo. The residue was partitioned between ethyl acetate and water. The organic phase was washed with brine, was ... Starting materials: BrC1=C(C(=O)O)C(=CC=C1[N+](=O)[O-])C(=O)OCC (2-bromo-6-ethoxycarbonyl-3-nitro-benzoic acid), C(C)O (ethanol). Product: BrC=1C(=C(C(=O)O)C=CC1[N+](=O)[O-])C(=O)OCC (3-bromo-2-ethoxycarbonyl-4-nitro-benzoic acid). Reaction SMILES: [Br:1][C:2]1[C:10]([N+:11]([O-:13])=[O:12])=[CH:9][CH:8]=[C:7]([C:14]([O:16]CC)=[O:15])[C:3]=1[C:4]([OH:6])=[O:5].[CH2:19](O)[CH3:20]>>[Br:1][C:2]1[C:3]([C:4]([O:6][CH2:19][CH3:20])=[O:5])=[C:7]([CH:8]=[CH:9][C:10]=1[N+:11]([O-:13])=[O:12])[C:14]([OH:16])=[O:15]. Reported procedure: By boiling with ethanol, a mixture of 2-bromo-6-ethoxycarbonyl-3-nitro-benzoic acid and 3-bromo-2-ethoxycarbonyl-4-nitro-benzoic acid is obtained from the above.